Dataset: the Open Reaction Database (ORD), a public repository of structured organic reaction records. Task: describe an organic reaction: reactants, conditions, products, and yield Starting materials: CN(C)P(=O)(N(C)C)N(C)C, Cc1ccccc1, [H-], CI, [Na+], O=C(O)C1(Nc2cccc(C(F)(F)F)c2)CCN(Cc2ccccc2)CC1. Product: COC(=O)C1(Nc2cccc(C(F)(F)F)c2)CCN(Cc2ccccc2)CC1. RXN SMILES: [CH3:28][N:29]([CH3:30])[P:31](=[O:32])([N:33]([CH3:34])[CH3:35])[N:36]([CH3:37])[CH3:38].[CH3:43][c:44]1[cH:45][cH:46][cH:47][cH:48][cH:49]1.[H-:39].[I:41][CH3:42].[Na+:40].[c:1]1([CH2:7][N:8]2[CH2:9][CH2:10][C:11]([C:14](=[O:15])[OH:16])([NH:17][c:18]3[cH:19][c:20]([C:24]([F:25])([F:26])[F:27])[cH:21][cH:22][cH:23]3)[CH2:12][CH2:13]2)[cH:2][cH:3][cH:4][cH:5][cH:6]1>>[c:1]1([CH2:7][N:8]2[CH2:9][CH2:10][C:11]([C:14](=[O:15])[O:16][CH3:28])([NH:17][c:18]3[cH:19][c:20]([C:24]([F:25])([F:26])[F:27])[cH:21][cH:22][cH:23]3)[CH2:12][CH2:13]2)[cH:2][cH:3][cH:4][cH:5][cH:6]1. Reactants: O=C(n1ccnc1)n1ccnc1, CC(C)(C)OC(=O)N1CCC(C(=O)O)CC1, C1CCOC1, CNOC, CCOC(C)=O, Cl. Product: CON(C)C(=O)C1CCN(C(=O)OC(C)(C)C)CC1. Reaction SMILES: [C:17]([n:18]1[cH:19][cH:20][n:21][cH:22]1)([n:23]1[cH:24][cH:25][n:26][cH:27]1)=[O:28].[C:1](=[O:2])([O:3][C:4]([CH3:5])([CH3:6])[CH3:7])[N:8]1[CH2:9][CH2:10][CH:11]([C:14](=[O:15])[OH:16])[CH2:12][CH2:13]1.[CH2:34]1[O:35][CH2:36][CH2:37][CH2:38]1.[CH3:30][NH:31][O:32][CH3:33].[CH3:39][CH2:40][O:41][C:42]([CH3:43])=[O:44].[ClH:29]>>[C:1](=[O:2])([O:3][C:4]([CH3:5])([CH3:6])[CH3:7])[N:8]1[CH2:9][CH2:10][CH:11]([C:14](=[O:16])[N:31]([CH3:30])[O:32][CH3:33])[CH2:12][CH2:13]1.